This data is from the Open Reaction Database (ORD), a public repository of structured organic reaction records. The task is: describe an organic reaction: reactants, conditions, products, and yield Reported procedure: A mixture of 7.9 parts of 3-[(4-fluorophenylmethyl]-2-(4-piperidinylmethyl)-3H-imidazo[4,5-b]pyridine dihydrochloride, 8.5 parts of sodium carbonate and 120 parts of 4-methyl-2-pentanone was stirred and refluxed for 30 minutes using a water separator. 7.8 Parts of 2-thiopheneethanol methanesulfonate (ester) were added and the whole was stirred and refluxed for 4 hours using a water separator. After cooling, the salts were filtered off, washed with 4-methyl-2-pentanone and the filtrate was washed... The reactants are Cl.Cl.FC1=CC=C(C=C1)CN1C(=NC=2C1=NC=CC2)CC2CCNCC2 ((4-fluorophenylmethyl]-2-(4-piperidinylmethyl)-3H-imidazo[4,5-b]pyridine dihydrochloride), C([O-])([O-])=O.[Na+].[Na+] (sodium carbonate), CC(CC(C)=O)C (4-methyl-2-pentanone), CS(=O)(=O)OCCC=1SC=CC1 (2-thiopheneethanol methanesulfonate). Reaction SMILES: [ClH:1].Cl.FC1C=CC(C[N:11]2[C:15]3=[N:16][CH:17]=[CH:18][CH:19]=[C:14]3[N:13]=[C:12]2CC2CCNCC2)=CC=1.C(=O)([O-])[O-].[Na+].[Na+].CC(C)CC(=O)C.CS(OCCC1SC=CC=1)(=O)=O>O>[ClH:1].[ClH:1].[N:13]1[C:14]2[C:15](=[N:16][CH:17]=[CH:18][CH:19]=2)[NH:11][CH:12]=1 |f:0.1.2,3.4.5,9.10.11|. Solvent: O (water), O (water). The product is Cl.Cl.N1=CNC2=NC=CC=C21 (3H-imidazo[4,5-b]pyridine dihydrochloride). Starting materials: CN1N=C(C=2C1=NC(=C(C2)C#N)CCN2CCCC2)C (1,3-Dimethyl-6-[2-(pyrrolidin-1-yl)ethyl]-1H-pyrazolo [3,4-b]pyridine-5-carbonitrile), [OH-].[Na+] (NaOH). Run in OS(=O)(=O)O (H2SO4). Conditions: temperature 60 celsius, time 2 day. Yields the product CN1N=C(C=2C1=NC(=C(C2)C(=O)N)CCN2CCCC2)C (1,3-dimethyl-6-[2-(pyrrolidin-1-yl)ethyl)-1H-pyrazolo [3,4-b]pyridine-5-carboxamide). As a reaction SMILES: [CH3:1][N:2]1[C:6]2=[N:7][C:8]([CH2:13][CH2:14][N:15]3[CH2:19][CH2:18][CH2:17][CH2:16]3)=[C:9]([C:11]#[N:12])[CH:10]=[C:5]2[C:4]([CH3:20])=[N:3]1.[OH-:21].[Na+]>OS(O)(=O)=O>[CH3:1][N:2]1[C:6]2=[N:7][C:8]([CH2:13][CH2:14][N:15]3[CH2:19][CH2:18][CH2:17][CH2:16]3)=[C:9]([C:11]([NH2:12])=[O:21])[CH:10]=[C:5]2[C:4]([CH3:20])=[N:3]1 |f:1.2|. Reported procedure: 1,3-Dimethyl-6-[2-(pyrrolidin-1-yl)ethyl]-1H-pyrazolo [3,4-b]pyridine-5-carbonitrile was dissolved in concentrated H2SO4 (55 mL) and the solution stirred at 60° C. for 2 days. The mixture was cooled to 0° C., treated with 6N NaOH to pH 14, and extracted with ethyl acetate. The organic extract was evaporated under reduced pressure and the residue washed with ether to give 1,3-dimethyl-6-[2-(pyrrolidin-1-yl)ethyl)-1H-pyrazolo [3,4-b]pyridine-5-carboxamide (2.5 g). Starting materials: C1(=CC=CC=C1)CCC(=O)Cl (3-Phenylpropionyl chloride), ClC1=C(C=C(C=C1)C=1C(=NN2C1N=C(C=C2C)C)N)C (3-(4-Chloro-3-methylphenyl)-5,7-dimethylpyrazolo[1,5-a]pyrimidin-2-amine). Run in N1=CC=CC=C1 (pyridine). Reaction conditions: time 12 hour. Yields the product ClC1=C(C=C(C=C1)C=1C(=NN2C1N=C(C=C2C)C)NC(CCC2=CC=CC=C2)=O)C (N-[3-(4-chloro-3-methylphenyl)-5,7-dimethylpyrazolo[1,5-a]pyrimidin-2-yl]-3-phenylpropanamide). RXN SMILES: [C:1]1([CH2:7][CH2:8][C:9](Cl)=[O:10])[CH:6]=[CH:5][CH:4]=[CH:3][CH:2]=1.[Cl:12][C:13]1[CH:18]=[CH:17][C:16]([C:19]2[C:20]([NH2:30])=[N:21][N:22]3[C:27]([CH3:28])=[CH:26][C:25]([CH3:29])=[N:24][C:23]=23)=[CH:15][C:14]=1[CH3:31]>N1C=CC=CC=1>[Cl:12][C:13]1[CH:18]=[CH:17][C:16]([C:19]2[C:20]([NH:30][C:9](=[O:10])[CH2:8][CH2:7][C:1]3[CH:6]=[CH:5][CH:4]=[CH:3][CH:2]=3)=[N:21][N:22]3[C:27]([CH3:28])=[CH:26][C:25]([CH3:29])=[N:24][C:23]=23)=[CH:15][C:14]=1[CH3:31]. Procedure details: 3-Phenylpropionyl chloride (0.078 mL, 0.53 mmol) was added to a stirring solution of the product from Example 47C (85 mg, 0.296 mmol) in pyridine (5 mL), and the mixture was stirred at room temperature for 12 hours. The mixture was concentrated under vacuum, and the residue diluted with MeOH (5 mL) and stirred for 30 minutes at room temperature. The mixture was concentrated under vacuum and the residue was crystallized from 80% aqueous ethanol (15 mL) to provide the title compound. 1H NMR (300 M... Starting materials: ClC1=C(CN2C(=NC=3C2=NC(=CC3)C(=O)OC)C)C=CC(=C1)[N+](=O)[O-] (Methyl 3-(2-chloro-4-nitrobenzyl)-2-methyl-3H-imidazo[4,5-b]pyridine-5-carboxylate), reduced iron, C(C)(=O)O (acetic acid), reduced iron, C(C)(=O)O (acetic acid). Run in C(C)O (ethanol). The product is NC1=CC(=C(CN2C(=NC=3C2=NC(=CC3)C(=O)OC)C)C=C1)Cl (Methyl 3-(4-amino-2-chlorobenzyl)-2-methyl-3H-imidazo[4,5-b]pyridine-5-carboxylate). Yield: 94.1%. RXN SMILES: [Cl:1][C:2]1[CH:22]=[C:21]([N+:23]([O-])=O)[CH:20]=[CH:19][C:3]=1[CH2:4][N:5]1[C:9]2=[N:10][C:11]([C:14]([O:16][CH3:17])=[O:15])=[CH:12][CH:13]=[C:8]2[N:7]=[C:6]1[CH3:18].C(O)(=O)C>C(O)C>[NH2:23][C:21]1[CH:20]=[CH:19][C:3]([CH2:4][N:5]2[C:9]3=[N:10][C:11]([C:14]([O:16][CH3:17])=[O:15])=[CH:12][CH:13]=[C:8]3[N:7]=[C:6]2[CH3:18])=[C:2]([Cl:1])[CH:22]=1. Procedure details: Methyl 3-(2-chloro-4-nitrobenzyl)-2-methyl-3H-imidazo[4,5-b]pyridine-5-carboxylate (705 mg) was suspended in ethanol (6 ml), and reduced iron (437 mg) and acetic acid (1.01 ml) were added. The mixture was refluxed under heating for 2 hr. Then, reduced iron (218 mg) and acetic acid (1.01 ml) were further added, and the mixture was refluxed under heating for 1 hr. The reaction mixture was filtered through Celite, the insoluble matter was washed with ethanol and the filtrate was concentrated under ... Reactants: FC=1C=C2C(C(=CN(C2=CC1N1C=CC=C1)CCO)C(=O)OCC)=O (ethyl 6-fluoro-7-(pyrrol-1-yl)-1-(2-hydroxyethyl)-4-oxo-1,4-dihydroquinoline-3-carboxylate), P(=O)(Cl)(Cl)Cl (Cl3PO). The solvent is C(Cl)(Cl)Cl (chloroform). Reaction conditions: time 2 hour. The product is FC=1C=C2C(C(=CN(C2=CC1N1C=CC=C1)CCCl)C(=O)OCC)=O (ethyl 6-fluoro-7-(pyrrol-1-yl)-1-(2-chloroethyl)-4-oxo-1,4-dihydroquinoline-3-carboxylate). Reaction SMILES: [F:1][C:2]1[CH:3]=[C:4]2[C:9](=[CH:10][C:11]=1[N:12]1[CH:16]=[CH:15][CH:14]=[CH:13]1)[N:8]([CH2:17][CH2:18]O)[CH:7]=[C:6]([C:20]([O:22][CH2:23][CH3:24])=[O:21])[C:5]2=[O:25].P(Cl)(Cl)([Cl:28])=O>C(Cl)(Cl)Cl>[F:1][C:2]1[CH:3]=[C:4]2[C:9](=[CH:10][C:11]=1[N:12]1[CH:16]=[CH:15][CH:14]=[CH:13]1)[N:8]([CH2:17][CH2:18][Cl:28])[CH:7]=[C:6]([C:20]([O:22][CH2:23][CH3:24])=[O:21])[C:5]2=[O:25]. Reported procedure: 3.5 g (0.01 mol) of ethyl 6-fluoro-7-(pyrrol-1-yl)-1-(2-hydroxyethyl)-4-oxo-1,4-dihydroquinoline-3-carboxylate are suspended in 30 ml chloroform, 3 ml of Cl3PO are added, the mixture is kept at room temperature for 2 hours and evaporated to dryness, the residue is redissolved in chloroform, the resulting solution is washed with a sodium bicarbonate solution and then with water and evaporated, and the precipitate is recrystallized from dimethylformamide to give 3.3 g of a solid melting at 254°-25... Reactants: P(Cl)(Cl)(Cl)(Cl)Cl (phosphorus pentachloride), FC1=CC2=C(N(C(CO2)=O)CC#C)C=C1NC(C)=O (N-(7-fluoro-4-propargyl-2H-1,4-benzoxazine-3(4H)-one-6-yl)-acetamide), P(=O)(Cl)(Cl)Cl (phosphorus oxychloride). Run in C1=CC=CC=C1 (benzene), C1=CC=CC=C1 (benzene). Conditions: time 1 hour. The product is FC1=CC2=C(N(C(CO2)=O)CC#C)C=C1N=C(C)Cl (N-(7-fluoro-4-propargyl-2H-1,4-benzoxazine-3(4H)-one-6-yl)-acetimidoylchloride). RXN SMILES: P(Cl)(Cl)(Cl)(Cl)Cl.[F:7][C:8]1[C:21]([NH:22][C:23](=O)[CH3:24])=[CH:20][C:11]2[N:12]([CH2:17][C:18]#[CH:19])[C:13](=[O:16])[CH2:14][O:15][C:10]=2[CH:9]=1.P(Cl)(Cl)([Cl:28])=O>C1C=CC=CC=1>[F:7][C:8]1[C:21]([N:22]=[C:23]([Cl:28])[CH3:24])=[CH:20][C:11]2[N:12]([CH2:17][C:18]#[CH:19])[C:13](=[O:16])[CH2:14][O:15][C:10]=2[CH:9]=1. Procedure: First, 10 ml of benzene and 0.4 g of phosphorus pentachloride were added to 0.5 g of N-(7-fluoro-4-propargyl-2H-1,4-benzoxazine-3(4H)-one-6-yl)-acetamide, and the stirring was continued for 1.0 hr at 60° C. After letting the mixture stand to cool the same, the produced phosphorus oxychloride and benzene were distilled out under reduced pressure to quantitatively obtain N-(7-fluoro-4-propargyl-2H-1,4-benzoxazine-3(4H)-one-6-yl)-acetimidoylchloride. RXN SMILES: [CH3:1][C:2]1([CH3:9])[C:3](=[O:8])[NH:4][C:5](=[O:7])[NH:6]1.[CH3:26][N:27]([CH3:28])[CH:29]=[O:30].[CH3:31][CH2:32][OH:33].[Cl-:23].[Cl:12][CH2:13][CH2:14][CH2:15][Si:16]([O:17][CH3:18])([O:19][CH3:20])[O:21][CH3:22].[K+:11].[K+:24].[OH-:10].[SiH4:25]>>[CH3:1][C:2]1([CH3:9])[C:3](=[O:8])[NH:4][C:5](=[O:7])[N:6]1[CH2:13][CH2:14][CH2:15][Si:16]([O:17][CH3:18])([O:19][CH3:20])[O:21][CH3:22]. The product is CO[Si](CCCN1C(=O)NC(=O)C1(C)C)(OC)OC. Starting materials: CC1(C)NC(=O)NC1=O, CN(C)C=O, CCO, [Cl-], CO[Si](CCCCl)(OC)OC, [K+], [K+], [OH-], [SiH4]. Starting materials: ClC=1C=CC(=C(C1)O)F (5-chloro-2-fluorophenol), CN(C)C=O (DMF), C(=O)([O-])[O-].[K+].[K+] (K2CO3), IC (iodomethane). The product is ClC1=CC(=C(C=C1)F)OC (4-Chloro-1-fluoro-2-methoxybenzene). Procedure details: To a mixture of 5-chloro-2-fluorophenol (4.68 g) and DMF (dry) (50 mL) were added K2CO3 (8.83 g) and iodomethane (3.99 mL) at room temperature. The mixture was stirred at room temperature for 4.5 h. The mixture was diluted with water and extracted with EtOAc. The organic layer was washed successively with water and brine, dried over MgSO4, and concentrated in vacuo. The residue was purified by silica gel column chromatography (EtOAc/hexane) to give the title compound (4.60 g). The solvent is O (water). As a reaction SMILES: [Cl:1][C:2]1[CH:3]=[CH:4][C:5]([F:9])=[C:6]([OH:8])[CH:7]=1.[CH3:10]N(C=O)C.C([O-])([O-])=O.[K+].[K+].IC>O>[Cl:1][C:2]1[CH:3]=[CH:4][C:5]([F:9])=[C:6]([O:8][CH3:10])[CH:7]=1 |f:2.3.4|. Run at time 4.5 hour. Starting materials: BrC1=CC=C(C=C1)C1=NN=C(C(N1)=O)C(C)NC(C)=O (N-{1-[3-(4-Bromophenyl)-5-oxo-4,5-dihydro-1,2,4-triazin-6-yl]ethyl}acetamide), P(=O)(Cl)(Cl)Cl (phosphoryl chloride). The solvent is ClCCCl (1,2-dichloroethane). Reaction conditions: time 30 minute. Product: BrC1=CC=C(C=C1)C1=NN2C(C(N1)=O)=C(N=C2C)C (2-(4-Bromophenyl)-5,7-dimethylimidazo[5,1-f][1,2,4]triazin4-(3H)one). As a reaction SMILES: [Br:1][C:2]1[CH:7]=[CH:6][C:5]([C:8]2[NH:13][C:12](=[O:14])[C:11]([CH:15]([NH:17][C:18](=O)[CH3:19])[CH3:16])=[N:10][N:9]=2)=[CH:4][CH:3]=1.P(Cl)(Cl)(Cl)=O>ClCCCl>[Br:1][C:2]1[CH:7]=[CH:6][C:5]([C:8]2[NH:13][C:12](=[O:14])[C:11]3=[C:15]([CH3:16])[N:17]=[C:18]([CH3:19])[N:10]3[N:9]=2)=[CH:4][CH:3]=1. Procedure: A solution of 10.0 g (29.66 mmol) of N-{1-[3-(4-bromophenyl)-5-oxo-4,5-dihydro-1,2,4-triazin-6-yl]ethyl} from example 7A in 340 ml of 1,2-dichloroethane is treated with 13.64 g (8.30 ml, 88.98 mmol) of phosphoryl chloride. The mixture is boiled under reflux for 15 h. After cooling, the solvent is removed. The residue is stirred with diethyl ether and filtered off with suction. The crystals are stirred for 1 h with 150 ml of saturated aqueous sodium hydrogencarbonate solution, and subsequently di... Starting materials: ClC=1C=C(C=CC1)C(CNC(CC1=CC2=C(OC(O2)(C(=O)O)C(=O)O)C=C1)C)O (5-{2-[2-(3-chloro-phenyl)-2-hydroxy-ethylamino]-propyl}-benzo[1,3]dioxole-2,2-dicarboxylic acid), BrC=1C=C(C=CC1)CCO (2-(3-bromophenyl)ethanol). The product is Cl.BrC=1C=C(C=CC1)CCOC(=O)C1(OC2=C(O1)C=CC(=C2)C[C@@H](C)NC[C@H](O)C2=CC(=CC=C2)Cl)C(=O)OCCC2=CC(=CC=C2)Br (5-{(2R)-2-[(2R)-2-(3-Chloro-phenyl)-2-hydroxy-ethylamino]-propyl}-benzo[1,3]dioxole-2,2-dicarboxylic acid bis-[2-(3-bromo-phenyl)-ethyl]ester hydrochloride salt). RXN SMILES: [Cl:1][C:2]1[CH:3]=[C:4]([CH:8]([OH:29])[CH2:9][NH:10][CH:11]([CH3:28])[CH2:12][C:13]2[CH:27]=[CH:26][C:16]3[O:17][C:18]([C:23]([OH:25])=[O:24])([C:20]([OH:22])=[O:21])[O:19][C:15]=3[CH:14]=2)[CH:5]=[CH:6][CH:7]=1.[Br:30][C:31]1[CH:32]=[C:33]([CH2:37][CH2:38]O)[CH:34]=[CH:35][CH:36]=1>>[ClH:1].[Br:30][C:31]1[CH:32]=[C:33]([CH2:37][CH2:38][O:24][C:23]([C:18]2([C:20]([O:22][CH2:38][CH2:37][C:33]3[CH:34]=[CH:35][CH:36]=[C:31]([Br:30])[CH:32]=3)=[O:21])[O:17][C:16]3[CH:26]=[CH:27][C:13]([CH2:12][C@H:11]([NH:10][CH2:9][C@@H:8]([C:4]4[CH:5]=[CH:6][CH:7]=[C:2]([Cl:1])[CH:3]=4)[OH:29])[CH3:28])=[CH:14][C:15]=3[O:19]2)=[O:25])[CH:34]=[CH:35][CH:36]=1 |f:2.3|. Procedure details: The title compound was prepared as a brown oil from 5-{2-[2-(3-chloro-phenyl)-2-hydroxy-ethylamino]-propyl}-benzo[1,3]dioxole-2,2-dicarboxylic acid and 2-(3-bromophenyl)ethanol according to the procedure of Example 1; 1H NMR (300 MHz, CDCl3): δ 1.12 (m, J=6.3 Hz, 3H), 2.79 (m, 8H), 3.5 (m 2H), 4.18 (s, 1H, OH), 5.56 (m, 1H), 6.8 (m, 3H), 7.0 (m, 4H), 7.33 (m, 4H), 7.5 (m, 4H), 8.5 (m, 1H, NH); MS (ES) m/z (relative intensity): 788 (M+ +H, 100).